From a dataset of the Open Reaction Database (ORD), a public repository of structured organic reaction records. describe an organic reaction: reactants, conditions, products, and yield The reactants are ClC1=NC=CC(=C1)C1=CC=C(C=C1)OC (2-chloro-4-(4-methoxyphenyl)pyridine), Br (hydrobromic acid). Yields the product Br.ClC1=NC=CC(=C1)C1=CC=C(C=C1)O (2-chloro-4-(4-hydroxyphenyl)pyridine hydrobromide). Reaction SMILES: [Cl:1][C:2]1[CH:7]=[C:6]([C:8]2[CH:13]=[CH:12][C:11]([O:14]C)=[CH:10][CH:9]=2)[CH:5]=[CH:4][N:3]=1.[BrH:16]>>[BrH:16].[Cl:1][C:2]1[CH:7]=[C:6]([C:8]2[CH:9]=[CH:10][C:11]([OH:14])=[CH:12][CH:13]=2)[CH:5]=[CH:4][N:3]=1 |f:2.3|. Procedure details: A mixture of 2-chloro-4-(4-methoxyphenyl)pyridine (4.6 g) and 48% aqueous hydrobromic acid solution is heated under reflux for 3.5 hours and allowed to cool back to room temperature. The precipitate that appears is separated by filtration, washed with water and dried under reduced pressure to give 4.9 g of 2-chloro-4-(4-hydroxyphenyl)pyridine hydrobromide as a yellow solid used without further purification. RXN SMILES: [Br:1][c:2]1[cH:3][n:4]([CH2:20][CH2:21][O:22][CH3:23])[c:5](=[N:7][C:8](=[O:9])[C:10]23[CH2:11][CH:12]4[CH2:13][CH:14]([CH2:15][CH:16]([CH2:17]2)[CH2:18]4)[CH2:19]3)[s:6]1.[C:40](=[O:41])([O-:42])[O-:43].[CH3:24][C:25]1([CH3:26])[C:27]([CH3:28])([CH3:29])[O:30][B:31]([c:32]2[cH:33][cH:34][c:35]([OH:38])[cH:36][cH:37]2)[O:39]1.[CH3:46][O:47][CH2:48][CH2:49][O:50][CH3:51].[CH3:53][CH2:54][OH:55].[Na+:44].[Na+:45].[OH2:52].[Pd:56]([Cl:57])[Cl:58].[c:59]1([P:60]([c:61]2[cH:62][cH:63][cH:64][cH:65][cH:66]2)[c:67]2[cH:68][cH:69][cH:70][cH:71][cH:72]2)[cH:73][cH:74][cH:75][cH:76][cH:77]1.[c:78]1([P:79]([c:80]2[cH:81][cH:82][cH:83][cH:84][cH:85]2)[c:86]2[cH:87][cH:88][cH:89][cH:90][cH:91]2)[cH:92][cH:93][cH:94][cH:95][cH:96]1>>[c:2]1(-[c:32]2[cH:33][cH:34][c:35]([OH:38])[cH:36][cH:37]2)[cH:3][n:4]([CH2:20][CH2:21][O:22][CH3:23])[c:5](=[N:7][C:8](=[O:9])[C:10]23[CH2:11][CH:12]4[CH2:13][CH:14]([CH2:15][CH:16]([CH2:17]2)[CH2:18]4)[CH2:19]3)[s:6]1. Yields the product COCCn1cc(-c2ccc(O)cc2)sc1=NC(=O)C12CC3CC(CC(C3)C1)C2. Reactants: COCCn1cc(Br)sc1=NC(=O)C12CC3CC(CC(C3)C1)C2, O=C([O-])[O-], CC1(C)OB(c2ccc(O)cc2)OC1(C)C, COCCOC, CCO, [Na+], [Na+], O, Cl[Pd]Cl, c1ccc(P(c2ccccc2)c2ccccc2)cc1, c1ccc(P(c2ccccc2)c2ccccc2)cc1. Reactants: N1C=NC=C1 (Imidazole), OC[C@]12O[C@H]([C@@H](OC1)[C@H]2OCC2=CC=CC1=CC=CC=C21)N2C(=O)NC(=O)C=C2 ((1S,3R,4S,7R)-1-(hydroxymethyl)-7-napthylmethyloxy-3-(uracil-1-yl)-2,5-dioxabicyclo[2.2.1]heptane), [Si](C1=CC=CC=C1)(C1=CC=CC=C1)(C(C)(C)C)Cl (t-butyldiphenylsilylchloride). Solvent: CN(C)C=O (DMF), CCOC(=O)C (EtOAc). Conditions: time 15 hour. Yields the product [Si](C1=CC=CC=C1)(C1=CC=CC=C1)(C(C)(C)C)OC[C@@]12O[C@H]([C@@H](OC1)[C@H]2OCC2=CC=CC1=CC=CC=C21)N2C(=O)NC(=O)C=C2 ((1S,3R,4S,7R)-1-(t-butyldiphenylsilyloxymethyl)-7-napthylmethyloxy-3-(uracil-1-yl)-2,5-dioxabicyclo[2.2.1]heptane). The yield is 78.0%. As a reaction SMILES: N1C=CN=C1.[OH:6][CH2:7][C@@:8]12[C@H:14]([O:15][CH2:16][C:17]3[C:26]4[C:21](=[CH:22][CH:23]=[CH:24][CH:25]=4)[CH:20]=[CH:19][CH:18]=3)[C@H:11]([O:12][CH2:13]1)[C@H:10]([N:27]1[CH:34]=[CH:33][C:31](=[O:32])[NH:30][C:28]1=[O:29])[O:9]2.[Si:35](Cl)([C:48]([CH3:51])([CH3:50])[CH3:49])([C:42]1[CH:47]=[CH:46][CH:45]=[CH:44][CH:43]=1)[C:36]1[CH:41]=[CH:40][CH:39]=[CH:38][CH:37]=1>CN(C=O)C.CCOC(C)=O>[Si:35]([O:6][CH2:7][C@:8]12[C@H:14]([O:15][CH2:16][C:17]3[C:26]4[C:21](=[CH:22][CH:23]=[CH:24][CH:25]=4)[CH:20]=[CH:19][CH:18]=3)[C@H:11]([O:12][CH2:13]1)[C@H:10]([N:27]1[CH:34]=[CH:33][C:31](=[O:32])[NH:30][C:28]1=[O:29])[O:9]2)([C:48]([CH3:51])([CH3:50])[CH3:49])([C:42]1[CH:43]=[CH:44][CH:45]=[CH:46][CH:47]=1)[C:36]1[CH:41]=[CH:40][CH:39]=[CH:38][CH:37]=1. Reported procedure: Imidazole (5.5 g) was added to Compound 108 (8.83 g) dissolved in anhydrous DMF (100 mL) followed by addition of t-butyldiphenylsilylchloride (8.5 mL). The reaction mixture was stirred for 15 h at room temperature when it was complete. The reaction mixture was diluted with EtOAc (400 mL) and washed with saturated sodium bicarbonate solution (3×500 mL) followed by water (2×200 mL). The organic layer was dried over anhydrous sodium sulfate and the solvent was removed under reduced pressure. Finall... Starting materials: solution, C(C)(C)C1NCCC2=CC=C(C=C12)C1C(C1)C=1C=C2C=CC(=CC2=CC1)C#N (6-(2-(1-isopropyl-1,2,3,4-tetrahydro-7-isoquinolinyl)cyclopropyl)-2-naphthonitrile), C(=O)([O-])[O-].[K+].[K+] (K2CO3), FC(CO)(F)F (2,2,2-trifluoroethanol), N1=CC=CC=C1 (pyridine), FC(S(=O)(=O)OS(=O)(=O)C(F)(F)F)(F)F (trifluoromethanesulfonic anhydride). Run in O (water), CN(C)C=O (DMF), ClCCl (dichloromethane). Run at time 15 minute. Yields the product C(C)(C)C1N(CCC2=CC=C(C=C12)C1C(C1)C=1C=C2C=CC(=CC2=CC1)C#N)CC(F)(F)F (6-(2-(1-isopropyl-2-(2,2,2-trifluoroethyl)-1,2,3,4-tetrahydro-7-isoquinolinyl)cyclopropyl)-2-naphthonitrile). Reaction SMILES: [F:1][C:2]([F:6])([F:5])[CH2:3]O.N1C=CC=CC=1.FC(F)(F)S(OS(C(F)(F)F)(=O)=O)(=O)=O.[CH:28]([CH:31]1[C:40]2[C:35](=[CH:36][CH:37]=[C:38]([CH:41]3[CH2:43][CH:42]3[C:44]3[CH:45]=[C:46]4[C:51](=[CH:52][CH:53]=3)[CH:50]=[C:49]([C:54]#[N:55])[CH:48]=[CH:47]4)[CH:39]=2)[CH2:34][CH2:33][NH:32]1)([CH3:30])[CH3:29].C([O-])([O-])=O.[K+].[K+]>ClCCl.CN(C=O)C.O>[CH:28]([CH:31]1[C:40]2[C:35](=[CH:36][CH:37]=[C:38]([CH:41]3[CH2:43][CH:42]3[C:44]3[CH:45]=[C:46]4[C:51](=[CH:52][CH:53]=3)[CH:50]=[C:49]([C:54]#[N:55])[CH:48]=[CH:47]4)[CH:39]=2)[CH2:34][CH2:33][N:32]1[CH2:3][C:2]([F:6])([F:5])[F:1])([CH3:30])[CH3:29] |f:4.5.6|. Reported procedure: A solution of 2,2,2-trifluoroethanol (0.88 mL, 12 mmol) and pyridine (0.9 mL, 12 mmol)in dichloromethane (10 mL) at 0° C. was treated dropwise with trifluoromethanesulfonic anhydride (2.0 mL, 12 mmol), stirred for 15 minutes, warmed to room temperature, and stirred for 18 hours. The solution (0.7 mL, 0.84 mmol) was added dropwise to a mixture of Example 20A (150 mg, 0.41 mmol) and K2CO3 (172 mg, 1.2mmol) in DMF (1.1 mL), stirred for 24 hours, treated with water, and extracted with dichloromethan... Procedure details: To tert-butyl 2-(2,6-dimethylpyridin-4-ylamino)propylcarbamate (147 mg, 0.526 mmol) dissolved in 1,4-dioxane (1 ml) a 4N solution of HCl in dioxane (2 ml, 8.00 mmol) was added. Within a few minutes a precipitate started to form. The solvent was removed in a stream of nitrogen, to the residue was added diethylether and the mixture was allowed to stand at room temperature overnight. The solvent was filtered off, the residue was dried under reduced pressure to yield 135 mg of an off-white solid MS ... Reactants: CC1=NC(=CC(=C1)NC(CNC(OC(C)(C)C)=O)C)C (tert-butyl 2-(2,6-dimethylpyridin-4-ylamino)propylcarbamate), Cl (HCl). Reaction SMILES: [CH3:1][C:2]1[CH:7]=[C:6]([NH:8][CH:9]([CH3:19])[CH2:10][NH:11]C(=O)OC(C)(C)C)[CH:5]=[C:4]([CH3:20])[N:3]=1.[ClH:21]>O1CCOCC1>[ClH:21].[CH3:1][C:2]1[CH:7]=[C:6]([NH:8][CH:9]([CH3:19])[CH2:10][NH2:11])[CH:5]=[C:4]([CH3:20])[N:3]=1 |f:3.4|. Solvent: O1CCOCC1 (1,4-dioxane), solution, O1CCOCC1 (dioxane). Conditions: time 8 hour. Yields the product Cl.CC1=NC(=CC(=C1)NC(CN)C)C (N2-(2,6-Dimethyl-4-pyridyl)propane-1,2-diamine hydrochloride). Starting materials: Cl.C(C1=CC=CC=C1)O (benzyl alcohol hydrochloride), Cl (hydrogen chloride), CC1(O[C@@H](CN1C)C1=CC(=CC=C1)OC(C(C)(C)C)=O)C ((R)-2,2,3-trimethyl-5-(m-trimethylacetoxyphenyl)-1,3-oxazolidine). Solvent: CCOCC (ether). The product is Cl.CC(C(=O)OC=1C=C(C(CNC)O)C=CC1)(C)C (m-(TRIMETHYLACETOXY)-α-[(METHYLAMINO)methyl]BENZYL ALCOHOL HYDROCHLORIDE). The yield is 70.0%. Reaction SMILES: C[C:2]1(C)[N:6](C)[CH2:5][C@@H:4]([C:8]2[CH:13]=[CH:12][CH:11]=[C:10]([O:14][C:15](=[O:20])[C:16]([CH3:19])([CH3:18])[CH3:17])[CH:9]=2)[O:3]1.[ClH:22].Cl.C(O)C1C=CC=CC=1>CCOCC>[ClH:22].[CH3:17][C:16]([CH3:19])([CH3:18])[C:15]([O:14][C:10]1[CH:9]=[C:8]([CH:13]=[CH:12][CH:11]=1)[CH:4]([OH:3])[CH2:5][NH:6][CH3:2])=[O:20] |f:2.3,5.6|. Procedure details: The filtrate obtained in the previous reaction containing (R)-2,2,3-trimethyl-5-(m-trimethylacetoxyphenyl)-1,3-oxazolidine (1.8 g, 6.2 mmole) in 60 ml of ether was treated with hydrogen chloride gas until the solution was no longer turbid. This mixture was then evaporated to dryness and the residue was dissovled in a small amount of ethanol and then diluted with hexane. The hydrolysis and crystallization took place in the solution to give 1.2 g of the final product, (R)-m-(trimethylacetoxy)-α-[)... Starting materials: ClC=1C=C(C=CC1F)[N+](=O)[O-] (3-chloro-4-fluoronitrobenzene), C(C)(C)(C)OC(=O)N1CCNCC1 (1-piperazinecarboxylic acid t-butyl ester), CN(C=O)C (dimethylformamide), O (water). Solvent: C(Cl)(Cl)Cl (chloroform). Reaction conditions: temperature 130 celsius, time 30 minute. Yields the product C(C)(C)(C)OC(=O)N1CCN(CC1)C1=C(C=C(C=C1)[N+](=O)[O-])Cl (4-(2-Chloro-4-nitrophenyl)piperazine-1-carboxylic acid t-butyl ester). Yield: 64.7%. As a reaction SMILES: [Cl:1][C:2]1[CH:3]=[C:4]([N+:9]([O-:11])=[O:10])[CH:5]=[CH:6][C:7]=1F.[C:12]([O:16][C:17]([N:19]1[CH2:24][CH2:23][NH:22][CH2:21][CH2:20]1)=[O:18])([CH3:15])([CH3:14])[CH3:13].CN(C)C=O.O>C(Cl)(Cl)Cl>[C:12]([O:16][C:17]([N:19]1[CH2:24][CH2:23][N:22]([C:7]2[CH:6]=[CH:5][C:4]([N+:9]([O-:11])=[O:10])=[CH:3][C:2]=2[Cl:1])[CH2:21][CH2:20]1)=[O:18])([CH3:15])([CH3:13])[CH3:14]. Procedure: A mixture of 3-chloro-4-fluoronitrobenzene (5 g, 27.1 mmol), 1-piperazinecarboxylic acid t-butyl ester (5 g, 26.8 mmol) and dimethylformamide (10 mL) was stirred for 3 hours and 30 minutes at an external temperature of 130° C. After adding water to the air-cooled reaction mixture, extraction was performed 3 times with chloroform. The organic layers were washed with brine and dried over anhydrous magnesium sulfate. The desiccant was filtered off and the filtrate was concentrated under reduced pre... Starting materials: [C-]#N, [C-]#N, CC(C)(C)c1cc(Br)c(NC(=O)c2c[nH]c3ccccc3c2=O)cc1O, CN1CCCC1=O, [Zn+2], c1ccc(P(c2ccccc2)(c2ccccc2)[Pd](P(c2ccccc2)(c2ccccc2)c2ccccc2)(P(c2ccccc2)(c2ccccc2)c2ccccc2)P(c2ccccc2)(c2ccccc2)c2ccccc2)cc1. Yields the product CC(C)(C)c1cc(C#N)c(NC(=O)c2c[nH]c3ccccc3c2=O)cc1O. RXN SMILES: [C-:34]#[N:35].[C-:37]#[N:38].[C:1]([CH3:2])([CH3:3])([CH3:4])[c:5]1[cH:6][c:7]([Br:26])[c:8]([NH:12][C:13](=[O:14])[c:15]2[cH:16][nH:17][c:18]3[cH:19][cH:20][cH:21][cH:22][c:23]3[c:24]2=[O:25])[cH:9][c:10]1[OH:11].[CH3:27][N:28]1[CH2:29][CH2:30][CH2:31][C:32]1=[O:33].[Zn+2:36].[cH:39]1[cH:40][cH:41][c:42]([P:43]([Pd:44]([P:45]([c:46]2[cH:47][cH:48][cH:49][cH:50][cH:51]2)([c:52]2[cH:53][cH:54][cH:55][cH:56][cH:57]2)[c:58]2[cH:59][cH:60][cH:61][cH:62][cH:63]2)([P:64]([c:65]2[cH:66][cH:67][cH:68][cH:69][cH:70]2)([c:71]2[cH:72][cH:73][cH:74][cH:75][cH:76]2)[c:77]2[cH:78][cH:79][cH:80][cH:81][cH:82]2)[P:83]([c:84]2[cH:85][cH:86][cH:87][cH:88][cH:89]2)([c:90]2[cH:91][cH:92][cH:93][cH:94][cH:95]2)[c:96]2[cH:97][cH:98][cH:99][cH:100][cH:101]2)([c:102]2[cH:103][cH:104][cH:105][cH:106][cH:107]2)[c:108]2[cH:109][cH:110][cH:111][cH:112][cH:113]2)[cH:114][cH:115]1>>[C:1]([CH3:2])([CH3:3])([CH3:4])[c:5]1[cH:6][c:7]([C:27]#[N:28])[c:8]([NH:12][C:13](=[O:14])[c:15]2[cH:16][nH:17][c:18]3[cH:19][cH:20][cH:21][cH:22][c:23]3[c:24]2=[O:25])[cH:9][c:10]1[OH:11]. The reactants are CC(C)(C)OC(=O)N1CCN(C(=O)OC(C)(C)C)C(C(=O)O)C1, C(=NC1CCCCC1)=NC1CCCCC1, ClCCl, CCOc1ccc(N)cc1-c1nn2c(C3CCCC3)nc(C)c2c(=O)[nH]1. Yields the product CCOc1ccc(NC(=O)C2CN(C(=O)OC(C)(C)C)CCN2C(=O)OC(C)(C)C)cc1-c1nn2c(C3CCCC3)nc(C)c2c(=O)[nH]1. RXN SMILES: [C:27]([CH3:28])([CH3:29])([CH3:30])[O:31][C:32](=[O:33])[N:34]1[CH:35]([C:47](=[O:48])[OH:49])[CH2:36][N:37]([C:40](=[O:41])[O:42][C:43]([CH3:44])([CH3:45])[CH3:46])[CH2:38][CH2:39]1.[CH:50]1([N:51]=[C:52]=[N:53][CH:54]2[CH2:55][CH2:56][CH2:57][CH2:58][CH2:59]2)[CH2:60][CH2:61][CH2:62][CH2:63][CH2:64]1.[Cl:65][CH2:66][Cl:67].[NH2:1][c:2]1[cH:3][cH:4][c:5]([O:24][CH2:25][CH3:26])[c:6](-[c:8]2[n:9][n:10]3[c:11]([c:12](=[O:14])[nH:13]2)[c:15]([CH3:23])[n:16][c:17]3[CH:18]2[CH2:19][CH2:20][CH2:21][CH2:22]2)[cH:7]1>>[NH:1]([c:2]1[cH:3][cH:4][c:5]([O:24][CH2:25][CH3:26])[c:6](-[c:8]2[n:9][n:10]3[c:11]([c:12](=[O:14])[nH:13]2)[c:15]([CH3:23])[n:16][c:17]3[CH:18]2[CH2:19][CH2:20][CH2:21][CH2:22]2)[cH:7]1)[C:47]([CH:35]1[N:34]([C:32]([O:31][C:27]([CH3:28])([CH3:29])[CH3:30])=[O:33])[CH2:39][CH2:38][N:37]([C:40](=[O:41])[O:42][C:43]([CH3:44])([CH3:45])[CH3:46])[CH2:36]1)=[O:48]. Starting materials: C(C)OC(=O)NC=CC1=CC=C(OCC2CO2)C=C1 (1-[p-(2-ethoxycarbonylaminovinyl)-phenoxy]-2,3-epoxy-propane), C(C)(C)(C)N (tert.-butylamine). Solvent: C(C)(C)O (isopropanol). Yields the product C(=O)(OCC)NC=CC1=CC=C(OCC(CNC(C)(C)C)O)C=C1 (1-[p-(2-carbethoxyaminovinyl)-phenoxy]-2-hydroxy-3-tertiary-butylaminopropane). As a reaction SMILES: [CH2:1]([O:3][C:4]([NH:6][CH:7]=[CH:8][C:9]1[CH:19]=[CH:18][C:12]([O:13][CH2:14][CH:15]2[O:17][CH2:16]2)=[CH:11][CH:10]=1)=[O:5])[CH3:2].[C:20]([NH2:24])([CH3:23])([CH3:22])[CH3:21]>C(O)(C)C>[C:4]([NH:6][CH:7]=[CH:8][C:9]1[CH:19]=[CH:18][C:12]([O:13][CH2:14][CH:15]([OH:17])[CH2:16][NH:24][C:20]([CH3:23])([CH3:22])[CH3:21])=[CH:11][CH:10]=1)([O:3][CH2:1][CH3:2])=[O:5]. Procedure details: Analogously to the description in Example 2, 2.5 g (0.01 mol) of 1-[p-(2-ethoxycarbonylaminovinyl)-phenoxy]-2,3-epoxy-propane, on reaction with 1.0 ml (0.01 mol) of tert.-butylamine in 50 ml of isopropanol, yield 1-[p-(2-carbethoxyaminovinyl)-phenoxy]-2-hydroxy-3-tertiary-butylaminopropane as an oil. Its N-cyclohexyl-sulphamate, prepared in acetone, shows a melting point of 99°-100° C. (from ether).